This data is from the Open Reaction Database (ORD), a public repository of structured organic reaction records. The task is: describe an organic reaction: reactants, conditions, products, and yield Starting materials: C(CCCC)OC1=CC=C(C=C1)C1=NN=C(S1)N (5-(4-pentyloxyphenyl)-1,3,4-thiadiazol-2-yl-amine), COC(=O)C1=CC=C(C(=O)Cl)C=C1 (4-methoxycarbonylbenzoylchloride), O (water). Run in N1=CC=CC=C1 (pyridine). Run at time 2 hour. Product: COC(C1=CC=C(C(=O)NC=2SC(=NN2)C2=CC=C(C=C2)OCCCCC)C=C1)=O (N-[5-(4-pentyloxyphenyl)-1,3,4-thiadiazol-2-yl]terephthalamic acid methyl ester). The yield is 94.3%. As a reaction SMILES: [CH2:1]([O:6][C:7]1[CH:12]=[CH:11][C:10]([C:13]2[S:17][C:16]([NH2:18])=[N:15][N:14]=2)=[CH:9][CH:8]=1)[CH2:2][CH2:3][CH2:4][CH3:5].[CH3:19][O:20][C:21]([C:23]1[CH:31]=[CH:30][C:26]([C:27](Cl)=[O:28])=[CH:25][CH:24]=1)=[O:22].O>N1C=CC=CC=1>[CH3:19][O:20][C:21](=[O:22])[C:23]1[CH:31]=[CH:30][C:26]([C:27]([NH:18][C:16]2[S:17][C:13]([C:10]3[CH:11]=[CH:12][C:7]([O:6][CH2:1][CH2:2][CH2:3][CH2:4][CH3:5])=[CH:8][CH:9]=3)=[N:14][N:15]=2)=[O:28])=[CH:25][CH:24]=1. Reported procedure: To a solution of 5-(4-pentyloxyphenyl)-1,3,4-thiadiazol-2-yl-amine (20 g) in pyridine (200 ml) was added 4-methoxycarbonylbenzoylchloride (15 g) and the mixture was stirred at ambient temperature for 2 hours. The reaction mixture was pulverized with water. The precipitate was collected by filtration and dried to give N-[5-(4-pentyloxyphenyl)-1,3,4-thiadiazol-2-yl]terephthalamic acid methyl ester (30.3 g). Starting materials: [Al+3], CC(CO[Si](C)(C)C(C)(C)C)C1CCC2C3CC=C4C(C)(C)C(=O)CCC4(C)C3CCC12C, [H-], [H-], [H-], [H-], [Li+], C1CCOC1. The product is CC(CO[Si](C)(C)C(C)(C)C)C1CCC2C3CC=C4C(C)(C)C(O)CCC4(C)C3CCC12C. Reaction SMILES: [Al+3:35].[CH3:1][C:2]([CH3:3])([CH3:4])[Si:5]([O:6][CH2:7][CH:8]([CH:9]1[CH2:10][CH2:11][CH:12]2[CH:13]3[CH2:14][CH:15]=[C:16]4[C:17]([CH3:29])([CH3:30])[C:18](=[O:28])[CH2:19][CH2:20][C:21]4([CH3:22])[CH:23]3[CH2:24][CH2:25][C:26]12[CH3:27])[CH3:31])([CH3:32])[CH3:33].[H-:34].[H-:37].[H-:38].[H-:39].[Li+:36].[O:40]1[CH2:41][CH2:42][CH2:43][CH2:44]1>>[CH3:1][C:2]([CH3:3])([CH3:4])[Si:5]([O:6][CH2:7][CH:8]([CH:9]1[CH2:10][CH2:11][CH:12]2[CH:13]3[CH2:14][CH:15]=[C:16]4[C:17]([CH3:29])([CH3:30])[CH:18]([OH:28])[CH2:19][CH2:20][C:21]4([CH3:22])[CH:23]3[CH2:24][CH2:25][C:26]12[CH3:27])[CH3:31])([CH3:32])[CH3:33]. Reported procedure: To 6-phenyl-3-trifluoromethyl-4,5,6,7-tetrahydrobenzofuran-4-one (0.13 g) and aminoguanidine hydrochloride (51 mg) were added ethanol (10 ml) and 6N hydrochloric acid (0.04 ml), and the mixture was stirred at 900° C. for 4 hours and cooled. The reaction solution was concentrated under reduced pressure, and the residue was washed with ethanol, ethyl acetate and isopropylether and dried to give (E)-4-guanidinoimino-6-phenyl-3-trifluoromethyl-4,5,6,7-tetrahydrobenzofuran hydrochloride (Compound 50)... Conditions: temperature 900 celsius, time 4 hour. The solvent is C(C)O (ethanol). The product is Cl.N(C(=N)N)\N=C\1/CC(CC2=C1C(=CO2)C(F)(F)F)C2=CC=CC=C2 ((E)-4-guanidinoimino-6-phenyl-3-trifluoromethyl-4,5,6,7-tetrahydrobenzofuran hydrochloride). Starting materials: C1(=CC=CC=C1)C1CC2=C(C(=CO2)C(F)(F)F)C(C1)=O (6-phenyl-3-trifluoromethyl-4,5,6,7-tetrahydrobenzofuran-4-one), C(=N)(N)NN.Cl (aminoguanidine hydrochloride), Cl (hydrochloric acid). Isolated yield 69.8%. As a reaction SMILES: [C:1]1([CH:7]2[CH2:19][C:18](=O)[C:10]3[C:11]([C:14]([F:17])([F:16])[F:15])=[CH:12][O:13][C:9]=3[CH2:8]2)[CH:6]=[CH:5][CH:4]=[CH:3][CH:2]=1.[C:21]([NH:24][NH2:25])([NH2:23])=[NH:22].[ClH:26].Cl>C(O)C>[ClH:26].[NH:24](/[N:25]=[C:18]1\[CH2:19][CH:7]([C:1]2[CH:6]=[CH:5][CH:4]=[CH:3][CH:2]=2)[CH2:8][C:9]2[O:13][CH:12]=[C:11]([C:14]([F:17])([F:16])[F:15])[C:10]\1=2)[C:21]([NH2:23])=[NH:22] |f:1.2,5.6|. The reactants are N1(CCOCC1)C=1C2=C(N=C(N1)[Sn](CCCC)(CCCC)CCCC)C=C(S2)CN2CCN(CC2)C(C(=O)N)(C)C (2-[4-(4-morpholin-4-yl-2-(tributylstannanyl)thieno[3,2-d]pyrimidin-6-ylmethyl)piperazin-1-yl]isobutyramide), C1(=CC=CC=C1)S(=O)(=O)N1C(=CC=2C1=CN=CC2Br)CC (1-benzenesulfonyl-4-bromo-2-ethyl-1H-pyrrolo[2,3-c]pyridine). Reagents/catalysts: S1C(=CC=C1)C(=O)[O-].[Cu+] (copper(I) 2-thiophene carboxylate), C=1C=CC(=CC1)[P](C=2C=CC=CC2)(C=3C=CC=CC3)[Pd]([P](C=4C=CC=CC4)(C=5C=CC=CC5)C=6C=CC=CC6)([P](C=7C=CC=CC7)(C=8C=CC=CC8)C=9C=CC=CC9)[P](C=1C=CC=CC1)(C=1C=CC=CC1)C=1C=CC=CC1 (Pd(PPh3)4). The solvent is O1CCOCC1 (dioxane). Yields the product C1(=CC=CC=C1)S(=O)(=O)N1C(=CC=2C1=CN=CC2C=2N=C(C1=C(N2)C=C(S1)CN1CCN(CC1)C(C(=O)N)(C)C)N1CCOCC1)CC (2-{4-[2-(1-benzenesulfonyl-2-ethyl-1H-pyrrolo[2,3-c]pyridin-4-yl)-4-morpholin-4-ylthieno[3,2-d]pyrimidin-6-ylmethyl]piperazin-1-yl}isobutyramide). Isolated yield 62.2%. Reaction SMILES: [N:1]1([C:7]2[C:8]3[S:28][C:27]([CH2:29][N:30]4[CH2:35][CH2:34][N:33]([C:36]([CH3:41])([CH3:40])[C:37]([NH2:39])=[O:38])[CH2:32][CH2:31]4)=[CH:26][C:9]=3[N:10]=[C:11]([Sn](CCCC)(CCCC)CCCC)[N:12]=2)[CH2:6][CH2:5][O:4][CH2:3][CH2:2]1.[C:42]1([S:48]([N:51]2[C:55]3=[CH:56][N:57]=[CH:58][C:59](Br)=[C:54]3[CH:53]=[C:52]2[CH2:61][CH3:62])(=[O:50])=[O:49])[CH:47]=[CH:46][CH:45]=[CH:44][CH:43]=1>O1CCOCC1.S1C=CC=C1C([O-])=O.[Cu+].C1C=CC([P]([Pd]([P](C2C=CC=CC=2)(C2C=CC=CC=2)C2C=CC=CC=2)([P](C2C=CC=CC=2)(C2C=CC=CC=2)C2C=CC=CC=2)[P](C2C=CC=CC=2)(C2C=CC=CC=2)C2C=CC=CC=2)(C2C=CC=CC=2)C2C=CC=CC=2)=CC=1>[C:42]1([S:48]([N:51]2[C:55]3=[CH:56][N:57]=[CH:58][C:59]([C:11]4[N:12]=[C:7]([N:1]5[CH2:2][CH2:3][O:4][CH2:5][CH2:6]5)[C:8]5[S:28][C:27]([CH2:29][N:30]6[CH2:35][CH2:34][N:33]([C:36]([CH3:40])([CH3:41])[C:37]([NH2:39])=[O:38])[CH2:32][CH2:31]6)=[CH:26][C:9]=5[N:10]=4)=[C:54]3[CH:53]=[C:52]2[CH2:61][CH3:62])(=[O:50])=[O:49])[CH:47]=[CH:46][CH:45]=[CH:44][CH:43]=1 |f:3.4,^1:81,83,102,121|. Procedure: A mixture of 2-[4-(4-morpholin-4-yl-2-(tributylstannanyl)thieno[3,2-d]pyrimidin-6-ylmethyl)piperazin-1-yl]isobutyramide (0.241 g, 0.35 mmol), 1-benzenesulfonyl-4-bromo-2-ethyl-1H-pyrrolo[2,3-c]pyridine (0.14 g, 0.38 mmol), copper(I) 2-thiophene carboxylate (0.01 g, 0.069 mmol) and Pd(PPh3)4 (0.040 g, 0.035 mmol) in dioxane (3 mL) was subjected to microwave irradiation at 150° C. for 20 min. The reaction mixture was loaded onto an Isolute® SCX-2 cartridge. The cartridge was washed with MeOH and t... Reactants: O=C([O-])[O-], CI, [K+], [K+], NC(=O)c1c(O)ncn1Cc1ccc([N+](=O)[O-])cc1, CN(C)C=O. Yields the product COc1ncn(Cc2ccc([N+](=O)[O-])cc2)c1C(N)=O. RXN SMILES: [C:20](=[O:21])([O-:22])[O-:23].[CH3:26][I:27].[K+:24].[K+:25].[N+:1](=[O:2])([O-:3])[c:4]1[cH:5][cH:6][c:7]([CH2:8][n:9]2[cH:10][n:11][c:12]([OH:17])[c:13]2[C:14](=[O:15])[NH2:16])[cH:18][cH:19]1.[O:28]=[CH:29][N:30]([CH3:31])[CH3:32]>>[N+:1](=[O:2])([O-:3])[c:4]1[cH:5][cH:6][c:7]([CH2:8][n:9]2[cH:10][n:11][c:12]([O:17][CH3:20])[c:13]2[C:14](=[O:15])[NH2:16])[cH:18][cH:19]1. Reactants: N1(CCCCC1)CC=1C=C(OCCCNC(=S)NN)C=CC1 (N-[3-[3-(1-piperidinylmethyl)phenoxy]propyl]-hydrazine carbothioamide), C(C)N=C=O (ethyl isocyanate). Yields the product C(C)NC(=O)NNC(=S)NCCCOC1=CC(=CC=C1)CN1CCCCC1 (N-Ethyl-2-[[3-[3-(1-piperidinylmethyl)phenoxy]propyl]aminothioxomethyl]-hydrazine carboxamide). RXN SMILES: [N:1]1([CH2:7][C:8]2[CH:9]=[C:10]([CH:20]=[CH:21][CH:22]=2)[O:11][CH2:12][CH2:13][CH2:14][NH:15][C:16]([NH:18][NH2:19])=[S:17])[CH2:6][CH2:5][CH2:4][CH2:3][CH2:2]1.[CH2:23]([N:25]=[C:26]=[O:27])[CH3:24]>>[CH2:23]([NH:25][C:26]([NH:19][NH:18][C:16]([NH:15][CH2:14][CH2:13][CH2:12][O:11][C:10]1[CH:20]=[CH:21][CH:22]=[C:8]([CH2:7][N:1]2[CH2:6][CH2:5][CH2:4][CH2:3][CH2:2]2)[CH:9]=1)=[S:17])=[O:27])[CH3:24]. Procedure: The compound is prepared by a method analogous to that of Example 9 from N-[3-[3-(1-piperidinylmethyl)phenoxy]propyl]-hydrazine carbothioamide and ethyl isocyanate. The analytical values are summarized in Table I. Reactants: COc1cccc(C23CCC(=NN)C(C2)NC3=O)c1, CC(C)(C)[O-], Cc1ccccc1, [K+], O. Product: COc1cccc(C23CCCC(C2)NC3=O)c1. Reaction SMILES: [CH3:1][O:2][c:3]1[cH:4][c:5]([C:9]23[CH2:10][CH2:11][C:12](=[N:18][NH2:19])[CH:13]([NH:14][C:15]2=[O:16])[CH2:17]3)[cH:6][cH:7][cH:8]1.[CH3:20][C:21]([CH3:22])([O-:23])[CH3:24].[CH3:26][c:27]1[cH:28][cH:29][cH:30][cH:31][cH:32]1.[K+:25].[OH2:33]>>[CH3:1][O:2][c:3]1[cH:4][c:5]([C:9]23[CH2:10][CH2:11][CH2:12][CH:13]([NH:14][C:15]2=[O:16])[CH2:17]3)[cH:6][cH:7][cH:8]1. Reactants: intermediate B1, C1(CCCCC1)OC1=CC=CC=2N1N=C(N2)N (5-(cyclohexyloxy)[1,2,4]triazolo[1,5-a]pyridin-2-amine), COC=1C=C(C=CC1)CC(=O)Cl (3-methoxyphenylacetyl chloride). The product is C1(CCCCC1)OC1=CC=CC=2N1N=C(N2)NC(CC2=CC(=CC=C2)OC)=O (N-[5-(cyclohexyloxy)[1,2,4]triazolo[1,5-a]pyridin-2-yl]-2-(3-methoxyphenyl)acetamide). RXN SMILES: [CH:1]1([O:7][C:8]2[N:13]3[N:14]=[C:15]([NH2:17])[N:16]=[C:12]3[CH:11]=[CH:10][CH:9]=2)[CH2:6][CH2:5][CH2:4][CH2:3][CH2:2]1.[CH3:18][O:19][C:20]1[CH:21]=[C:22]([CH2:26][C:27](Cl)=[O:28])[CH:23]=[CH:24][CH:25]=1>>[CH:1]1([O:7][C:8]2[N:13]3[N:14]=[C:15]([NH:17][C:27](=[O:28])[CH2:26][C:22]4[CH:23]=[CH:24][CH:25]=[C:20]([O:19][CH3:18])[CH:21]=4)[N:16]=[C:12]3[CH:11]=[CH:10][CH:9]=2)[CH2:2][CH2:3][CH2:4][CH2:5][CH2:6]1. Reported procedure: The title compound was prepared following procedure and work up described for intermediate B1 but starting from 5-(cyclohexyloxy)[1,2,4]triazolo[1,5-a]pyridin-2-amine ((A11), 80 mg; 0.34 mmol; 1.0 eq.) and 3-methoxyphenylacetyl chloride (64 μl; 0.41 mmol; 1.2 eq.) as a white powder (11 mg, 8%). HPLC, Rt: 3.60 min. (purity 88.2%). LC/MS, M+(ESI): 381.1, M−(ESI): 379.1.